Dataset: the Open Reaction Database (ORD), a public repository of structured organic reaction records. Task: describe an organic reaction: reactants, conditions, products, and yield The reactants are C(C1=CC=CC=C1)(=O)O (benzoic acid), CC(C)(CCO)O (2-methyl-butane-2,4-diol), C1(CCCCC1)N=C=NC1CCCCC1 (N,N′-dicyclohexylcarbodiimide). Reagents/catalysts: CN(C1=CC=NC=C1)C (4-dimethylaminopyridine). Run in O1CCCC1 (tetrahydrofuran). Run at time 24 hour. Product: C(C1=CC=CC=C1)(=O)OCCC(C)(O)C (3-methyl-3-hydroxybutyl benzoate). Reaction SMILES: [C:1]([OH:9])(=[O:8])[C:2]1[CH:7]=[CH:6][CH:5]=[CH:4][CH:3]=1.[CH3:10][C:11]([OH:16])([CH2:13][CH2:14]O)[CH3:12].C1(N=C=NC2CCCCC2)CCCCC1>CN(C)C1C=CN=CC=1.O1CCCC1>[C:1]([O:9][CH2:14][CH2:13][C:11]([CH3:12])([OH:16])[CH3:10])(=[O:8])[C:2]1[CH:7]=[CH:6][CH:5]=[CH:4][CH:3]=1. Procedure: Three parts of benzoic acid was mixed with 2.6 parts of 2-methyl-butane-2,4-diol, 0.6 part of 4-dimethylaminopyridine and 45 parts of dehydrated tetrahydrofuran. To the obtained mixture, 5.6 parts of N,N′-dicyclohexylcarbodiimide was added, and then the obtained mixture was stirred at room temperature for 24 hours. The resultant mixture was filtrated and the filtrate was concentrated. To the residue, 33 parts of methyl tert-butyl ether was added and then, 17 parts of 2% aqueous oxalic acid solut... Starting materials: CO, Cc1cnc2cc([N+](=O)[O-])ccc2n1. Product: Cc1cnc2cc(N)ccc2n1. Reaction SMILES: [CH3:15][OH:16].[CH3:1][c:2]1[n:3][c:4]2[cH:5][cH:6][c:7]([N+:12]([O-:13])=[O:14])[cH:8][c:9]2[n:10][cH:11]1>>[CH3:1][c:2]1[n:3][c:4]2[cH:5][cH:6][c:7]([NH2:12])[cH:8][c:9]2[n:10][cH:11]1. Reactants: C(C(O)C(O)C(=O)O)(=O)O (tartaric acid), [N+](=O)(O)[O-] (nitric acid), carbohydrates, carbohydrate, [N+](=O)(O)[O-] (nitric acid), C(C(O)C(O)C(=O)O)(=O)O (tartaric acid), carbohydrates, [N+](=O)(O)[O-] (nitric acid), dibasic acids. Reagents/catalysts: [Mo] (molybdenum), [Mn] (manganese), [Fe] (iron), [V] (vanadium). The product is [N+](=O)(O)[O-] (nitric acid), O=C[C@H](O)[C@@H](O)[C@H](O)[C@H](O)CO (glucose). Reaction SMILES: [N+:1]([O-:4])([OH:3])=[O:2].[C:5]([OH:14])(=O)[CH:6]([CH:8]([C:10]([OH:12])=O)[OH:9])[OH:7]>[V].[Mn].[Fe].[Mo]>[N+:1]([O-:4])([OH:3])=[O:2].[O:7]=[CH:6][C@@H:5]([C@H:10]([C@@H:8]([C@@H:6]([CH2:5][OH:14])[OH:7])[OH:9])[OH:12])[OH:14]. Reported procedure: A variety of different processes for the oxidation of carbohydrates using nitric acid are known. For example, U.S. Pat. No. 2,380,196 (the '196 patent) describes the nitric acid oxidation of carbohydrates to dibasic acids, particularly tartaric acid. The '196 patent describes a cyclic process in which in each cycle, fresh carbohydrate and residue from a previous oxidation is oxidized with nitric acid. A catalyst, such as vanadium, manganese, iron and molybdenum, is employed to increase the yield...